This data is from the Open Reaction Database (ORD), a public repository of structured organic reaction records. The task is: describe an organic reaction: reactants, conditions, products, and yield The reactants are Brc1cccc2c1CCOC2, CC(C)(C)OC(=O)N1CCNCC1, CC(C)(C)[O-], c1ccc(-c2ccccc2P(C2CCCCC2)C2CCCCC2)cc1, [Na+], CC(=O)[O-], CC(=O)[O-], [Pd+2]. The product is CC(C)(C)OC(=O)N1CCN(c2cccc3c2CCOC3)CC1. As a reaction SMILES: [Br:1][c:2]1[c:3]2[c:8]([cH:9][cH:10][cH:11]1)[CH2:7][O:6][CH2:5][CH2:4]2.[C:12](=[O:13])([O:14][C:15]([CH3:16])([CH3:17])[CH3:18])[N:19]1[CH2:20][CH2:21][NH:22][CH2:23][CH2:24]1.[CH3:50][C:51]([CH3:52])([O-:53])[CH3:54].[CH:25]1([P:26]([CH:27]2[CH2:28][CH2:29][CH2:30][CH2:31][CH2:32]2)[c:33]2[cH:34][cH:35][cH:36][cH:37][c:38]2-[c:39]2[cH:40][cH:41][cH:42][cH:43][cH:44]2)[CH2:45][CH2:46][CH2:47][CH2:48][CH2:49]1.[Na+:55].[O-:57][C:58]([CH3:59])=[O:60].[O-:61][C:62]([CH3:63])=[O:64].[Pd+2:56]>>[c:2]1([N:22]2[CH2:21][CH2:20][N:19]([C:12](=[O:13])[O:14][C:15]([CH3:16])([CH3:17])[CH3:18])[CH2:24][CH2:23]2)[c:3]2[c:8]([cH:9][cH:10][cH:11]1)[CH2:7][O:6][CH2:5][CH2:4]2.